From a dataset of the Open Reaction Database (ORD), a public repository of structured organic reaction records. describe an organic reaction: reactants, conditions, products, and yield Starting materials: O=C([O-])[O-], CCCI, CN(C)C=O, [Cs+], [Cs+], Oc1c(OC2CCCCO2)ccc2c1cnn2C1CCCCO1, O. Yields the product CCCOc1c(OC2CCCCO2)ccc2c1cnn2C1CCCCO1. Reaction SMILES: [C:5](=[O:6])([O-:7])[O-:8].[CH2:1]([CH2:2][CH3:3])[I:4].[CH3:35][N:36]([CH3:37])[CH:38]=[O:39].[Cs+:10].[Cs+:9].[O:11]1[CH:12]([n:17]2[n:18][cH:19][c:20]3[c:21]([OH:33])[c:22]([O:26][CH:27]4[O:28][CH2:29][CH2:30][CH2:31][CH2:32]4)[cH:23][cH:24][c:25]23)[CH2:13][CH2:14][CH2:15][CH2:16]1.[OH2:34]>>[CH2:1]([CH2:2][CH3:3])[O:33][c:21]1[c:20]2[cH:19][n:18][n:17]([CH:12]3[O:11][CH2:16][CH2:15][CH2:14][CH2:13]3)[c:25]2[cH:24][cH:23][c:22]1[O:26][CH:27]1[O:28][CH2:29][CH2:30][CH2:31][CH2:32]1.